This data is from the Open Reaction Database (ORD), a public repository of structured organic reaction records. The task is: describe an organic reaction: reactants, conditions, products, and yield Starting materials: ClC1=CC=C(C=C1)N1C(SCCC1=O)C=1C=NC=CC1 (3-(4-Chlorophenyl)tetrahydro-2-(3-pyridyl)-4H-1,3-thiazin-4-one), CI (methyl iodide), C(CCC)[Li] (n-butyllithium), O1CCCC1 (tetrahydrofuran). Solvent: C(Cl)Cl (methylene chloride), CCCCCC (hexane), C(C)(=O)OCC (ethyl acetate), C(C)OCC (ethyl ether), C(C)(=O)OCC (ethyl acetate). Run at temperature -75 celsius. The product is ClC1=CC=C(C=C1)N1C(SCC(C1=O)C)C=1C=NC=CC1 (3-(4-Chlorophenyl)tetrahydro-5-methyl-2-(3-pyridyl)-4H-1,3-thiazin-4-one). Reaction SMILES: [Cl:1][C:2]1[CH:7]=[CH:6][C:5]([N:8]2[C:13](=[O:14])[CH2:12][CH2:11][S:10][CH:9]2[C:15]2[CH:16]=[N:17][CH:18]=[CH:19][CH:20]=2)=[CH:4][CH:3]=1.O1CCC[CH2:22]1.C([Li])CCC.CI>C(Cl)Cl.C(OCC)(=O)C.C(OCC)C.CCCCCC>[Cl:1][C:2]1[CH:3]=[CH:4][C:5]([N:8]2[C:13](=[O:14])[CH:12]([CH3:22])[CH2:11][S:10][CH:9]2[C:15]2[CH:16]=[N:17][CH:18]=[CH:19][CH:20]=2)=[CH:6][CH:7]=1. Reported procedure: 3-(4-Chlorophenyl)tetrahydro-2-(3-pyridyl)-4H-1,3-thiazin-4-one, 3.05 g. (0.01 mole), prepared as described in Example 70, supra, was added with mechanical stirring to 40 ml. of anhydrous tetrahydrofuran maintained under a nitrogen atmosphere and then cooled to about -75° C. To the cold solution there was added, over a period of about 15-20 minutes, 4.28 ml. of a hexane solution of n-butyllithium (2.4 molar in hexane), while maintaining the reaction temperature below -70° C. After the addition w...